Dataset: the Open Reaction Database (ORD), a public repository of structured organic reaction records. Task: describe an organic reaction: reactants, conditions, products, and yield Starting materials: Cl.OC(C(CC1=CC=C(C=C1)C(F)(F)F)N)C1=CC=CC2=CC=CC=C12 ((1RS,2SR)-1-hydroxy-1-(1-naphthalenyl)-3-(4-(trifluoromethyl)phenyl)-2-propylamine hydrochloride), FC(C1=CC=C(C(=O)Cl)C=C1)(F)F (4-trifluoromethylbenzoyl chloride), C(O)([O-])=O.[Na+] (sodium hydrogen carbonate). Run in C(C)(=O)OCC (ethyl acetate), O (water). Reaction conditions: time 8 hour. The product is OC(C(CC1=CC=C(C=C1)C(F)(F)F)NC(C1=CC=C(C=C1)C(F)(F)F)=O)C1=CC=CC2=CC=CC=C12 (N-((1RS,2SR)-2-hydroxy-2-(1-naphthalenyl)-1-((4-(trifluoromethyl)phenyl)methyl)ethyl)-4-(trifluoromethyl)benzamide). Isolated yield 88.2%. RXN SMILES: Cl.[OH:2][CH:3]([C:17]1[C:26]2[C:21](=[CH:22][CH:23]=[CH:24][CH:25]=2)[CH:20]=[CH:19][CH:18]=1)[CH:4]([NH2:16])[CH2:5][C:6]1[CH:11]=[CH:10][C:9]([C:12]([F:15])([F:14])[F:13])=[CH:8][CH:7]=1.[F:27][C:28]([F:39])([F:38])[C:29]1[CH:37]=[CH:36][C:32]([C:33](Cl)=[O:34])=[CH:31][CH:30]=1.C(=O)([O-])O.[Na+]>C(OCC)(=O)C.O>[OH:2][CH:3]([C:17]1[C:26]2[C:21](=[CH:22][CH:23]=[CH:24][CH:25]=2)[CH:20]=[CH:19][CH:18]=1)[CH:4]([NH:16][C:33](=[O:34])[C:32]1[CH:36]=[CH:37][C:29]([C:28]([F:27])([F:38])[F:39])=[CH:30][CH:31]=1)[CH2:5][C:6]1[CH:11]=[CH:10][C:9]([C:12]([F:13])([F:14])[F:15])=[CH:8][CH:7]=1 |f:0.1,3.4|. Procedure details: To a solution of (1RS,2SR)-1-hydroxy-1-(1-naphthalenyl)-3-(4-(trifluoromethyl)phenyl)-2-propylamine hydrochloride (150 mg, 0.39 mmol) in ethyl acetate (5 ml) were added 4-trifluoromethylbenzoyl chloride (87.5 ml, 0.59 mmol) and saturated aqueous sodium hydrogen carbonate (5 ml) and the mixture was stirred overnight at room temperature. The reaction solution was diluted with water (50 ml) and extracted with ethyl acetate (50 ml×2). The extract was washed with saturated brine, dried over anhydrous... Reactants: ClC1=NC(=NC(=N1)N1CCC2=CC=CC=C12)N (4-Chloro-6-(2,3-dihydro-indol-1-yl)-[1,3,5]triazin-2-ylamine), ClC1=NC(=NC(=N1)N1CCC2=CC=CC=C12)N (4-Chloro-6-(2,3-dihydro-indol-1-yl)-[1,3,5]triazin-2-ylamine), [C-]#N.[K+] (potassium cyanide), C1COCCOCCOCCOCCOCCO1 (18-crown-6). Solvent: CN(C)C=O (DMF), CCOC(=O)C (EtOAc). Conditions: time 2 hour. The product is NC1=NC(=NC(=N1)N1CCC2=CC=CC=C12)C#N (4-Amino-6-(2,3-dihydro-indol-1-yl)-[1,3,5]triazine-2-carbonitrile). Isolated yield 26.2%. Reaction SMILES: Cl[C:2]1[N:7]=[C:6]([N:8]2[C:16]3[C:11](=[CH:12][CH:13]=[CH:14][CH:15]=3)[CH2:10][CH2:9]2)[N:5]=[C:4]([NH2:17])[N:3]=1.[C-:18]#[N:19].[K+].C1OCCOCCOCCOCCOCCOC1>CN(C=O)C.CCOC(C)=O>[NH2:17][C:4]1[N:5]=[C:6]([N:8]2[C:16]3[C:11](=[CH:12][CH:13]=[CH:14][CH:15]=3)[CH2:10][CH2:9]2)[N:7]=[C:2]([C:18]#[N:19])[N:3]=1 |f:1.2|. Procedure details: 4-Chloro-6-(2,3-dihydro-indol-1-yl)-[1,3,5]triazin-2-ylamine (Intermediate 40, 680 mg, 2.48 mmol), potassium cyanide (323 mg, 4.96 mmol) and 18-crown-6 (328 mg, 1.24 mmol) were charged to a round-bottomed flask then taken up in DMF (12 mL). The resulting mixture was lowered into a heating block preheated to 110 C and stirred under nitrogen for 2 h and then at room temperature for 56 h. The reaction was then diluted with EtOAc (60 ml) and extracted with 5% aq. sodium carbonate solution (2×10 ml),...